Dataset: the Open Reaction Database (ORD), a public repository of structured organic reaction records. Task: describe an organic reaction: reactants, conditions, products, and yield The reactants are CC(=O)O, [K+], [K+], [NH4+], O=[Cr](=O)([O-])O[Cr](=O)(=O)[O-], [OH-], O, OC(c1ccccc1)c1nc2cc(C(c3ccccc3)n3ccnc3)ccc2[nH]1. Product: O=C(c1ccccc1)c1nc2cc(C(c3ccccc3)n3ccnc3)ccc2[nH]1. As a reaction SMILES: [CH3:41][C:42](=[O:43])[OH:44].[K+:30].[K+:31].[NH4+:45].[O-:32][Cr:33]([O:34][Cr:35](=[O:36])(=[O:37])[O-:38])(=[O:39])=[O:40].[OH-:46].[OH2:47].[n:1]1([CH:6]([c:7]2[cH:8][c:9]3[c:10]([nH:11][c:12]([CH:14]([OH:15])[c:16]4[cH:17][cH:18][cH:19][cH:20][cH:21]4)[n:13]3)[cH:22][cH:23]2)[c:24]2[cH:25][cH:26][cH:27][cH:28][cH:29]2)[cH:2][n:3][cH:4][cH:5]1>>[n:1]1([CH:6]([c:7]2[cH:8][c:9]3[c:10]([nH:11][c:12]([C:14](=[O:15])[c:16]4[cH:17][cH:18][cH:19][cH:20][cH:21]4)[n:13]3)[cH:22][cH:23]2)[c:24]2[cH:25][cH:26][cH:27][cH:28][cH:29]2)[cH:2][n:3][cH:4][cH:5]1. Starting materials: [Na+].[I-] (NaI), P(OCC)(OCC)OCC (triethyl phosphite), ClCC=1C=2N(C=CC1)C=C(N2)C(=O)OCC (Ethyl 8-(chloromethyl)imidazo[1,2-a]pyridine-2-carboxylate). Run in CCC(=O)C (MEK). Yields the product C(C)OP(=O)(OCC)CC=1C=2N(C=CC1)C=C(N2)C(=O)OCC (Ethyl 8-[(diethoxyphosphinyl)methyl]imidazo[1,2-a]pyridine-2-carboxylate). Yield: 45.0%. RXN SMILES: Cl[CH2:2][C:3]1[C:4]2[N:5]([CH:9]=[C:10]([C:12]([O:14][CH2:15][CH3:16])=[O:13])[N:11]=2)[CH:6]=[CH:7][CH:8]=1.[Na+].[I-].[P:19]([O:26]CC)([O:23][CH2:24][CH3:25])[O:20][CH2:21][CH3:22]>CCC(C)=O>[CH2:21]([O:20][P:19]([CH2:2][C:3]1[C:4]2[N:5]([CH:9]=[C:10]([C:12]([O:14][CH2:15][CH3:16])=[O:13])[N:11]=2)[CH:6]=[CH:7][CH:8]=1)([O:23][CH2:24][CH3:25])=[O:26])[CH3:22] |f:1.2|. Procedure: By the method of Example 6, the product from Example 21 was dissolved in MEK (130 mL) and treated with NaI (3.4 g, 23 mmol) and triethyl phosphite (5.32 g, 32 mmol). Final purification via flash chromatography (95/4.5/0.5 EtOAc/EtOH/Et3N) provided 3.23 g (45%) of title compound. The product is C(CCCCCCCCCCCCCCC)P(OC)(OC)=O (dimethyl n-hexadecylphosphonate). Starting materials: C(CCCCCCCCCCCCCCC)Br (n-hexadecyl bromide), P(OC)(OC)OC (trimethyl phosphite). Reaction conditions: temperature 116 celsius, time 24 hour. Procedure: A mixture of n-hexadecyl bromide (4.89 g, 16 mmol) and freshly distilled trimethyl phosphite (2.48 g, 20 mmol) is stirred at 116° C. for 24 hours. The excess trimethyl phosphite is then removed by distillation in vacuo and the residue is stored over phosphorus pentoxide in vacuo for 24 hours. The corresponding dimethyl n-hexadecylphosphonate is isolated from the residue by extracting twice with 10 ml of methanol each time. The two methanol extracts are combined and concentrated in vacuo. The oil... RXN SMILES: [CH2:1](Br)[CH2:2][CH2:3][CH2:4][CH2:5][CH2:6][CH2:7][CH2:8][CH2:9][CH2:10][CH2:11][CH2:12][CH2:13][CH2:14][CH2:15][CH3:16].[P:18]([O:23]C)([O:21][CH3:22])[O:19][CH3:20]>>[CH2:1]([P:18](=[O:23])([O:21][CH3:22])[O:19][CH3:20])[CH2:2][CH2:3][CH2:4][CH2:5][CH2:6][CH2:7][CH2:8][CH2:9][CH2:10][CH2:11][CH2:12][CH2:13][CH2:14][CH2:15][CH3:16]. Starting materials: CC(C)C(NC(=O)OC(C)(C)C)C(=O)NC(C)(C)COc1ccc(C#N)cc1, ClCCl, Cl. Yields the product CC(C)C(N)C(=O)NC(C)(C)COc1ccc(C#N)cc1. As a reaction SMILES: [C:2]([O:3][C:4](=[O:5])[NH:9][CH:10]([CH:11]([CH3:12])[CH3:13])[C:14](=[O:15])[NH:16][C:17]([CH2:18][O:19][c:20]1[cH:21][cH:22][c:23]([C:26]#[N:27])[cH:24][cH:25]1)([CH3:28])[CH3:29])([CH3:6])([CH3:7])[CH3:8].[CH2:30]([Cl:31])[Cl:32].[ClH:1]>>[NH2:9][CH:10]([CH:11]([CH3:12])[CH3:13])[C:14](=[O:15])[NH:16][C:17]([CH2:18][O:19][c:20]1[cH:21][cH:22][c:23]([C:26]#[N:27])[cH:24][cH:25]1)([CH3:28])[CH3:29]. Reactants: CC(=O)C (acetone), C(C)(C)(C)OC(=O)N(C1CCN(CC1)CCN1C(C=C(C2=CC=CC=C12)C(=O)OC)=O)CC1=CC2=C(OCCO2)C=C1 (methyl 1-(2-(4-((tert-butoxycarbonyl)(2,3-dihydro-1,4-benzodioxin-6-ylmethyl)amino)piperidin-1-yl)ethyl)-2-oxo-1,2-dihydroquinoline-4-carboxylate), [OH-].[Na+] (sodium hydroxide). The solvent is O (water). Conditions: temperature 50 celsius, time 30 minute. Yields the product C(C)(C)(C)OC(=O)N(C1CCN(CC1)CCN1C(C=C(C2=CC=CC=C12)C(=O)O)=O)CC1=CC2=C(OCCO2)C=C1 (1-(2-(4-((tert-butoxycarbonyl)(2,3-dihydro-1,4-benzodioxin-6-ylmethyl)amino)piperidin-1-yl)ethyl)-2-oxo-1,2-dihydroquinoline-4-carboxylic acid). Yield: 90.4%. As a reaction SMILES: CC(C)=O.[C:5]([O:9][C:10]([N:12]([CH2:36][C:37]1[CH:46]=[CH:45][C:40]2[O:41][CH2:42][CH2:43][O:44][C:39]=2[CH:38]=1)[CH:13]1[CH2:18][CH2:17][N:16]([CH2:19][CH2:20][N:21]2[C:30]3[C:25](=[CH:26][CH:27]=[CH:28][CH:29]=3)[C:24]([C:31]([O:33]C)=[O:32])=[CH:23][C:22]2=[O:35])[CH2:15][CH2:14]1)=[O:11])([CH3:8])([CH3:7])[CH3:6].[OH-].[Na+]>O>[C:5]([O:9][C:10]([N:12]([CH2:36][C:37]1[CH:46]=[CH:45][C:40]2[O:41][CH2:42][CH2:43][O:44][C:39]=2[CH:38]=1)[CH:13]1[CH2:18][CH2:17][N:16]([CH2:19][CH2:20][N:21]2[C:30]3[C:25](=[CH:26][CH:27]=[CH:28][CH:29]=3)[C:24]([C:31]([OH:33])=[O:32])=[CH:23][C:22]2=[O:35])[CH2:15][CH2:14]1)=[O:11])([CH3:8])([CH3:6])[CH3:7] |f:2.3|. Procedure: To 11 mL of acetone solution containing 1.1 g of methyl 1-(2-(4-((tert-butoxycarbonyl)(2,3-dihydro-1,4-benzodioxin-6-ylmethyl)amino)piperidin-1-yl)ethyl)-2-oxo-1,2-dihydroquinoline-4-carboxylate, 2.2 mL of water solution containing 0.23 g of sodium hydroxide was added at room temperature, and stirred at 50° C. for 30 min. After cooled to the room temperature, the solvent was removed under reduced pressure, 40 mL of water was added, and adjusted to pH 4 with 2 mol/L hydrochloric acid. The resulti... Reactants: CCOC(=O)CC1Cc2ccc(OC)cc2Cc2ccccc21, CN(C)C=O, O=P(Cl)(Cl)Cl. Yields the product CCOC(=O)CC1Cc2cc(C=O)c(OC)cc2Cc2ccccc21. As a reaction SMILES: [CH3:6][O:7][c:8]1[cH:9][cH:10][c:11]2[c:12]([cH:28]1)[CH2:13][c:14]1[c:15]([cH:24][cH:25][cH:26][cH:27]1)[CH:16]([CH2:18][C:19](=[O:20])[O:21][CH2:22][CH3:23])[CH2:17]2.[O:29]=[CH:30][N:31]([CH3:32])[CH3:33].[P:1]([Cl:2])([Cl:3])([Cl:4])=[O:5]>>[CH3:6][O:7][c:8]1[c:9]([CH:30]=[O:29])[cH:10][c:11]2[c:12]([cH:28]1)[CH2:13][c:14]1[c:15]([cH:24][cH:25][cH:26][cH:27]1)[CH:16]([CH2:18][C:19](=[O:20])[O:21][CH2:22][CH3:23])[CH2:17]2. Reactants: CN1CCCC1=O, O=C(O)c1cc2cc(Cl)ccc2o1, [Cu]. The product is Clc1ccc2occc2c1. Reaction SMILES: [CH3:14][N:15]1[CH2:16][CH2:17][CH2:18][C:19]1=[O:20].[Cl:1][c:2]1[cH:3][cH:4][c:5]2[c:6]([cH:7][c:8]([C:10]([OH:11])=[O:12])[o:9]2)[cH:13]1.[Cu:21]>>[Cl:1][c:2]1[cH:3][cH:4][c:5]2[c:6]([cH:7][cH:8][o:9]2)[cH:13]1.